From a dataset of the Open Reaction Database (ORD), a public repository of structured organic reaction records. describe an organic reaction: reactants, conditions, products, and yield The reactants are [Al+3], [Br-], [Br-], [Br-], Br, CC(=O)O, Cc1cc2c(s1)CN(C)CC2c1ccc(Br)cc1, Cl, N, O. The product is Cc1sc2c(c1Br)C(c1ccc(Br)cc1)CN(C)C2, Cl. RXN SMILES: [Al+3:21].[Br-:20].[Br-:22].[Br-:23].[Br:24].[CH3:26][C:27](=[O:28])[OH:29].[CH3:2][c:3]1[cH:4][c:5]2[c:6]([s:19]1)[CH2:7][N:8]([CH3:18])[CH2:9][CH:10]2[c:11]1[cH:12][cH:13][c:14]([Br:17])[cH:15][cH:16]1.[ClH:1].[NH3:25].[OH2:30]>>[CH3:2][c:3]1[c:4]([Br:20])[c:5]2[c:6]([s:19]1)[CH2:7][N:8]([CH3:18])[CH2:9][CH:10]2[c:11]1[cH:12][cH:13][c:14]([Br:17])[cH:15][cH:16]1.[ClH:1]. The reactants are OC1=CC(=NN1)COC (5-hydroxy-3-methoxymethylpyrazol), CS(=O)(=O)C1=C(C(=C(C(=O)Cl)C=C1)C)COC (4-methanesulfonyl-3-methoxymethyl-2-methylbenzoyl chloride), aqueous solution, [OH-].[K+] (potassium hydroxide), C(Cl)(Cl)Cl (chloroform). Reaction conditions: time 3 hour. Product: CS(=O)(=O)C1=C(C(=C(C(=O)OC2=CC(=NN2C)COC)C=C1)C)COC (5-(4-methanesulfonyl-3-methoxymethyl-2-methylbenzoyl)oxy-3-methoxymethyl-1-methylpyrazole). Reaction SMILES: [OH:1][C:2]1[NH:6][N:5]=[C:4]([CH2:7][O:8][CH3:9])[CH:3]=1.[OH-].[K+].[CH3:12][S:13]([C:16]1[CH:24]=[CH:23][C:19]([C:20](Cl)=[O:21])=[C:18]([CH3:25])[C:17]=1[CH2:26][O:27][CH3:28])(=[O:15])=[O:14].[CH:29](Cl)(Cl)Cl>>[CH3:12][S:13]([C:16]1[CH:24]=[CH:23][C:19]([C:20]([O:1][C:2]2[N:6]([CH3:29])[N:5]=[C:4]([CH2:7][O:8][CH3:9])[CH:3]=2)=[O:21])=[C:18]([CH3:25])[C:17]=1[CH2:26][O:27][CH3:28])(=[O:15])=[O:14] |f:1.2|. Procedure: 1.9 g of 5-hydroxy-3-methoxymethylpyrazol was added to a mixture consisting of 8 ml of an aqueous solution containing 0.5 g of potassium hydroxide (85%) and 12 ml of chloroform, and then 4-methanesulfonyl-3-methoxymethyl-2-methylbenzoyl chloride was added thereto. The mixture was stirred for 3 hours at room temperature. Then, the reaction mixture was extracted with chloroform. The chloroform solution was washed with water and dried to obtain the desired product substantially quantitatively as an... The reactants are NC1=CC=CC=C1 (aniline), ClN1C(CCC1=O)=O (N-chlorosuccinimide), C(C)OC(=O)C=1N(C(=C(C1C1=CC=C(C=C1)C(=O)O)C#N)CC)C (3-(4-carboxy-phenyl)-4-cyano-5-ethyl-1-methyl-1H-pyrrole-2-carboxylic acid ethyl ester), C1(=CC=CC=C1)P(C1=CC=CC=C1)C1=CC=CC=C1 (triphenyl-phosphine). The solvent is C(Cl)Cl (methylene chloride), O (water). Reaction conditions: time 30 minute. Product: C(C)OC(=O)C=1N(C(=C(C1C1=CC=C(C=C1)C(NC1=CC=CC=C1)=O)C#N)CC)C (4-cyano-5-ethyl-3-(4-phenylcarbamoyl-phenyl)-1-methyl-1H-pyrrole-2-carboxylic acid ethyl ester). As a reaction SMILES: ClN1C(=O)CCC1=O.[CH2:9]([O:11][C:12]([C:14]1[N:15]([CH3:32])[C:16]([CH2:30][CH3:31])=[C:17]([C:28]#[N:29])[C:18]=1[C:19]1[CH:24]=[CH:23][C:22]([C:25]([OH:27])=O)=[CH:21][CH:20]=1)=[O:13])[CH3:10].C1(P(C2C=CC=CC=2)C2C=CC=CC=2)C=CC=CC=1.[NH2:52][C:53]1[CH:58]=[CH:57][CH:56]=[CH:55][CH:54]=1>C(Cl)Cl.O>[CH2:9]([O:11][C:12]([C:14]1[N:15]([CH3:32])[C:16]([CH2:30][CH3:31])=[C:17]([C:28]#[N:29])[C:18]=1[C:19]1[CH:20]=[CH:21][C:22]([C:25](=[O:27])[NH:52][C:53]2[CH:58]=[CH:57][CH:56]=[CH:55][CH:54]=2)=[CH:23][CH:24]=1)=[O:13])[CH3:10]. Procedure details: Add N-chlorosuccinimide (0.13 g, 1.0 mmol) to 3-(4-carboxy-phenyl)-4-cyano-5-ethyl-1-methyl-1H-pyrrole-2-carboxylic acid ethyl ester (0.33 g, 11.0 mmol, prepared in example E-157) and triphenyl-phosphine (0.26 g, 1.0 mmol) in methylene chloride at 0° C. with stirring. Allow the reaction to warm to room temperature. After 30 minutes, add aniline (0.18 mL, 2.0 mmol). After 2-3 hours, pour the reaction mixture into water and extract with methylene chloride. Combine the organic extracts, wash with w... Starting materials: CC(C)(C)[Si](C)(C)OCCBr, CC1(C)OB(c2cnn(C3CCNCC3)c2)OC1(C)C, CCN(C(C)C)C(C)C, Cl, [I-], [K+], CN(C)C=O. Product: CC(C)N1CCC(n2cc(B3OC(C)(C)C(C)(C)O3)cn2)CC1. RXN SMILES: [Br:22][CH2:23][CH2:24][O:25][Si:26]([CH3:28])([C:29]([CH3:27])([CH3:30])[CH3:31])[CH3:32].[CH3:2][C:3]1([CH3:21])[O:4][B:5]([c:10]2[cH:11][n:12][n:13]([CH:15]3[CH2:16][CH2:17][NH:18][CH2:19][CH2:20]3)[cH:14]2)[O:6][C:7]1([CH3:8])[CH3:9].[CH:33]([N:34]([CH2:35][CH3:36])[CH:37]([CH3:38])[CH3:39])([CH3:40])[CH3:41].[ClH:1].[I-:43].[K+:42].[O:44]=[CH:45][N:46]([CH3:47])[CH3:48]>>[CH3:2][C:3]1([CH3:21])[O:4][B:5]([c:10]2[cH:11][n:12][n:13]([CH:15]3[CH2:16][CH2:17][N:18]([CH:29]([CH3:30])[CH3:31])[CH2:19][CH2:20]3)[cH:14]2)[O:6][C:7]1([CH3:8])[CH3:9]. The reactants are C(C)(C)(C)OC(=O)N1CCC(CC1)N1C(=NC2=C1C=CC=C2)[C@H](C)NC(=O)OCC2=CC=CC=C2 (4-[2-((S)-1-benzyloxycarbonylaminoethyl)benzoimidazol-1-yl]piperidine-1-carboxylic acid tertbutyl ester). Reagents/catalysts: [Pd] (Pd/C), [Pd] (Pd/C). The solvent is IMS. Run at time 2 hour. Product: C(C)(C)(C)OC(=O)N1CCC(CC1)N1C(=NC2=C1C=CC=C2)[C@H](C)N (4-[2-((S)-1-Aminoethyl)benzoimidazol-1-yl]piperidine-1-carboxylic acid tertbutyl ester). The yield is 91.1%. RXN SMILES: [C:1]([O:5][C:6]([N:8]1[CH2:13][CH2:12][CH:11]([N:14]2[C:18]3[CH:19]=[CH:20][CH:21]=[CH:22][C:17]=3[N:16]=[C:15]2[C@@H:23]([NH:25]C(OCC2C=CC=CC=2)=O)[CH3:24])[CH2:10][CH2:9]1)=[O:7])([CH3:4])([CH3:3])[CH3:2]>[Pd]>[C:1]([O:5][C:6]([N:8]1[CH2:13][CH2:12][CH:11]([N:14]2[C:18]3[CH:19]=[CH:20][CH:21]=[CH:22][C:17]=3[N:16]=[C:15]2[C@@H:23]([NH2:25])[CH3:24])[CH2:10][CH2:9]1)=[O:7])([CH3:4])([CH3:2])[CH3:3]. Procedure: To a nitrogen purged solution of 4-[2-((S)-1-benzyloxycarbonylaminoethyl)benzoimidazol-1-yl]piperidine-1-carboxylic acid tertbutyl ester (308 mg, 0.644 mmol) in IMS (10 mL) was added 10% Pd/C (32 mg) and the reaction mixture was stirred at RT under a hydrogen atmosphere for 2 h. Additional quantities of 10% Pd/C were subsequently added (41 mg after 2 h and 33 mg after 4 h) and the reaction mixture was stirred at RT under a hydrogen atmosphere for 17 h. The suspension was filtered through a PTFE ...